Dataset: the Open Reaction Database (ORD), a public repository of structured organic reaction records. Task: describe an organic reaction: reactants, conditions, products, and yield Starting materials: CCCCCC1(C)CSC(CC(=O)O)C(=O)O1, CCOCC, C=[N+]=[N-]. Product: CCCCCC1(C)CSC(CC(=O)OC)C(=O)O1. RXN SMILES: [CH2:1]([CH2:2][CH2:3][CH2:4][CH3:5])[C:6]1([CH3:17])[CH2:7][S:8][CH:9]([CH2:13][C:14](=[O:15])[OH:16])[C:10](=[O:12])[O:11]1.[CH3:21][CH2:22][O:23][CH2:24][CH3:25].[N+:18](=[N-:19])=[CH2:20]>>[CH2:1]([CH2:2][CH2:3][CH2:4][CH3:5])[C:6]1([CH3:17])[CH2:7][S:8][CH:9]([CH2:13][C:14]([O:15][CH3:20])=[O:16])[C:10](=[O:12])[O:11]1.